From a dataset of the Open Reaction Database (ORD), a public repository of structured organic reaction records. describe an organic reaction: reactants, conditions, products, and yield Reactants: C(CCCCCCC)(=O)OCC(COC(CCCCCCC)=O)O (2-hydroxy-3-octanoyloxy-propyl octanoate), N1=CC=CC=C1 (pyridine), ClC(=O)CCCC(=O)OC1=C(C=CC(=C1)Cl)OC1=C(C=C(C=C1)Cl)Cl (5-chloro-2-(2,4-dichlorophenoxy)phenyl 4-chloroformylbutyrate). Solvent: CCOCC (ether), O (water), C(Cl)(Cl)Cl (chloroform). Run at time 1 hour. The product is C(CCCC(=O)OC(COC(CCCCCCC)=O)COC(CCCCCCC)=O)(=O)OC1=C(C=CC(=C1)Cl)OC1=C(C=C(C=C1)Cl)Cl (5-chloro-2-(2,4-dichlorophenoxy)phenyl 2-octanoyloxy-1-(octanoyloxymethyl)ethyl glutarate). As a reaction SMILES: [C:1]([O:10][CH2:11][CH:12]([OH:24])[CH2:13][O:14][C:15](=[O:23])[CH2:16][CH2:17][CH2:18][CH2:19][CH2:20][CH2:21][CH3:22])(=[O:9])[CH2:2][CH2:3][CH2:4][CH2:5][CH2:6][CH2:7][CH3:8].N1C=CC=CC=1.Cl[C:32]([CH2:34][CH2:35][CH2:36][C:37]([O:39][C:40]1[CH:45]=[C:44]([Cl:46])[CH:43]=[CH:42][C:41]=1[O:47][C:48]1[CH:53]=[CH:52][C:51]([Cl:54])=[CH:50][C:49]=1[Cl:55])=[O:38])=[O:33]>C(Cl)(Cl)Cl.CCOCC.O>[C:37]([O:39][C:40]1[CH:45]=[C:44]([Cl:46])[CH:43]=[CH:42][C:41]=1[O:47][C:48]1[CH:53]=[CH:52][C:51]([Cl:54])=[CH:50][C:49]=1[Cl:55])(=[O:38])[CH2:36][CH2:35][CH2:34][C:32]([O:24][CH:12]([CH2:13][O:14][C:15](=[O:23])[CH2:16][CH2:17][CH2:18][CH2:19][CH2:20][CH2:21][CH3:22])[CH2:11][O:10][C:1](=[O:9])[CH2:2][CH2:3][CH2:4][CH2:5][CH2:6][CH2:7][CH3:8])=[O:33]. Procedure: A solution of 2-hydroxy-3-octanoyloxy-propyl octanoate (7.0 g.) and pyridine (1.5 g.) in chloroform (100 ml.) was treated dropwise at 0°-5° C. with a solution of 5-chloro-2-(2,4-dichlorophenoxy)phenyl 4-chloroformylbutyrate (A) (8.4 g.). The reaction mixture was then stirred at ambient temperature for 1 hour and diluted with ether (300 ml.) and water (200 ml). The organic phase was separated, washed successively with 2M hydrochloric acid (50 ml.), saturated sodium bicarbonate solution (3×50 ml.)... The reactants are BrCCc1ccccc1, O=C1CCN(C(=O)OCc2ccccc2)N1, [H-], [Na+], CN(C)C=O. Yields the product O=C1CCN(C(=O)OCc2ccccc2)N1CCc1ccccc1. Reaction SMILES: [Br:19][CH2:20][CH2:21][c:22]1[cH:23][cH:24][cH:25][cH:26][cH:27]1.[CH2:3]([c:4]1[cH:5][cH:6][cH:7][cH:8][cH:9]1)[O:10][C:11](=[O:12])[N:13]1[NH:14][C:15](=[O:18])[CH2:16][CH2:17]1.[H-:1].[Na+:2].[O:28]=[CH:29][N:30]([CH3:31])[CH3:32]>>[CH2:3]([c:4]1[cH:5][cH:6][cH:7][cH:8][cH:9]1)[O:10][C:11](=[O:12])[N:13]1[N:14]([CH2:20][CH2:21][c:22]2[cH:23][cH:24][cH:25][cH:26][cH:27]2)[C:15](=[O:18])[CH2:16][CH2:17]1. Starting materials: Cc1nc(C(F)(F)F)ccc1C(=O)NC(C)(C)C, CON(C)C(=O)C(Cc1cc(F)ccc1F)NC(=O)OC(C)(C)C, C1CCOC1, CN(C)CCN(C)C, CC(C)[N-]C(C)C, [Li+], [Na+], O, O=S(=O)([O-])O. The product is CC(C)(C)NC(=O)c1ccc(C(F)(F)F)nc1CC(=O)C(Cc1cc(F)ccc1F)NC(=O)OC(C)(C)C. As a reaction SMILES: [C:1]([CH3:2])([CH3:3])([CH3:4])[NH:5][C:6]([c:7]1[c:8]([CH3:17])[n:9][c:10]([C:13]([F:14])([F:15])[F:16])[cH:11][cH:12]1)=[O:18].[C:35]([CH3:36])([CH3:37])([CH3:38])[O:39][C:40]([NH:41][CH:42]([CH2:43][c:44]1[c:45]([F:51])[cH:46][cH:47][c:48]([F:50])[cH:49]1)[C:52]([N:53]([O:54][CH3:55])[CH3:56])=[O:57])=[O:58].[CH2:65]1[O:66][CH2:67][CH2:68][CH2:69]1.[CH3:19][N:20]([CH3:21])[CH2:22][CH2:23][N:24]([CH3:25])[CH3:26].[CH3:28][CH:29]([N-:30][CH:31]([CH3:32])[CH3:33])[CH3:34].[Li+:27].[Na+:64].[OH2:70].[S:59](=[O:60])(=[O:61])([OH:62])[O-:63]>>[C:1]([CH3:2])([CH3:3])([CH3:4])[NH:5][C:6]([c:7]1[c:8]([CH2:17][C:52]([CH:42]([NH:41][C:40]([O:39][C:35]([CH3:36])([CH3:37])[CH3:38])=[O:58])[CH2:43][c:44]2[c:45]([F:51])[cH:46][cH:47][c:48]([F:50])[cH:49]2)=[O:57])[n:9][c:10]([C:13]([F:14])([F:15])[F:16])[cH:11][cH:12]1)=[O:18]. The reactants are O (water), OC1=C(C=C2C(NC=NC2=C1)=O)OC (7-hydroxy-6-methoxyquinazolin-4-(3H)-one), C(C)(=O)OC(C)=O (acetic anhydride), ice water. The solvent is N1=CC=CC=C1 (pyridine), N1=CC=CC=C1 (pyridine). Run at temperature 100 celsius. Yields the product C(C)(=O)OC1=C(C=C2C(NC=NC2=C1)=O)OC (7-(acetoxy)-6-methoxyquinazolin-4-(3H)-one). Isolated yield 76.0%. RXN SMILES: [OH:1][C:2]1[CH:11]=[C:10]2[C:5]([C:6](=[O:12])[NH:7][CH:8]=[N:9]2)=[CH:4][C:3]=1[O:13][CH3:14].[C:15](OC(=O)C)(=[O:17])[CH3:16].O>N1C=CC=CC=1>[C:15]([O:1][C:2]1[CH:11]=[C:10]2[C:5]([C:6](=[O:12])[NH:7][CH:8]=[N:9]2)=[CH:4][C:3]=1[O:13][CH3:14])(=[O:17])[CH3:16]. Procedure details: A mixture of 7-hydroxy-6-methoxyquinazolin-4-(3H)-one (8.0 g, 41.6 mmol), pyridine (7.5 ml) and acetic anhydride (63 ml) was heated at 100° C. for 4.5 hours and left to cool to ambient temperature 18 hours. The reaction mixture was poured into ice/water (400 ml) and the resultant precipitate collected by filtration and dried in vacuo. Analysis revealed that hydrolysis of the acetate group on the 4 position of the quinazoline was incomplete. The mixture was therefore treated with water (150 ml) a... Reaction SMILES: [CH3:1][C:2]1[NH:14][C:5]2=[N:6][CH:7]=[C:8]([C:10]([F:13])([F:12])[F:11])[CH:9]=[C:4]2[C:3]=1[CH3:15].Cl[CH2:17][C:18]([C:20]1[CH:25]=[CH:24][CH:23]=[CH:22][CH:21]=1)=[O:19]>>[CH3:1][C:2]1[N:14]=[C:5]2[N:6]([CH2:17][C:18]([C:20]3[CH:25]=[CH:24][CH:23]=[CH:22][CH:21]=3)=[O:19])[CH:7]=[C:8]([C:10]([F:13])([F:11])[F:12])[CH:9]=[C:4]2[C:3]=1[CH3:15]. Procedure: A solution of 0,1 g (0,47 mmol) 2,3-dimethyl-5-trifluoromethyl-pyrrolo[2,3-b]pyridine and 0,13g (0,84 mmol) 2-chloroacetophenone in 5 ml acetronitrile was refluxed for 48 h. The solvent was evaporated. Chromatography on silica gel eluting with methylene chloride and methanol (100:5) gave the desired product. (0,023 g 15%). Product: CC1=C(C=2C(N(C=C(C2)C(F)(F)F)CC(=O)C2=CC=CC=C2)=N1)C (2,3-Dimethyl-5-trifluoromethyl-7-phenacylpyrrolo[2,3-b]pyridine). Reactants: CC1=C(C=2C(=NC=C(C2)C(F)(F)F)N1)C (2,3-dimethyl-5-trifluoromethyl-pyrrolo[2,3-b]pyridine), ClCC(=O)C1=CC=CC=C1 (2-chloroacetophenone). Starting materials: [H-].[Al+3].[Li+].[H-].[H-].[H-] (lithium aluminum hydride), C1(CC1)C(=O)N1C[C@H]([C@H](CC1)C1=CC=CC=C1)O (cis-1-Cyclopropylcarbonyl-4-phenyl-3-piperidinol), [OH-].[Na+] (sodium hydroxide), O (Water). The solvent is O1CCCC1 (tetrahydrofuran), O1CCCC1 (tetrahydrofuran). Conditions: time 2 hour. Product: C1(CC1)CN1C[C@H]([C@H](CC1)C1=CC=CC=C1)O (cis-1-Cyclopropylmethyl-4-phenyl-3-piperidinol). RXN SMILES: [CH:1]1([C:4]([N:6]2[CH2:11][CH2:10][C@H:9]([C:12]3[CH:17]=[CH:16][CH:15]=[CH:14][CH:13]=3)[C@H:8]([OH:18])[CH2:7]2)=O)[CH2:3][CH2:2]1.[H-].[Al+3].[Li+].[H-].[H-].[H-].O.[OH-].[Na+]>O1CCCC1>[CH:1]1([CH2:4][N:6]2[CH2:11][CH2:10][C@H:9]([C:12]3[CH:17]=[CH:16][CH:15]=[CH:14][CH:13]=3)[C@H:8]([OH:18])[CH2:7]2)[CH2:2][CH2:3]1 |f:1.2.3.4.5.6,8.9|. Procedure details: cis-1-Cyclopropylcarbonyl-4-phenyl-3-piperidinol (10.01 g, 41.1 mmoles, described above) is suspended in dry tetrahydrofuran (250 ml) and added dropwise to a suspension of lithium aluminum hydride (5.0 g, 94.7 mmoles) in tetrahydrofuran. The mixture is stirred at room temperature for 2 hours. Water (60 ml) is added slowly to the cooled reaction mixture, followed by aqueous sodium hydroxide (60 ml, 3N). The gelatinous precipitate is removed by filtration and the filtrate evaporated. The solid res... Reactants: CCOC(C)=O, CO, Fc1ccc(Cc2ccc(C3OCCO3)s2)cc1, O, O=C(O)CC(O)(CC(=O)O)C(=O)O. Product: O=Cc1ccc(Cc2ccc(F)cc2)s1. Reaction SMILES: [CH3:33][CH2:34][O:35][C:36](=[O:37])[CH3:38].[CH3:39][OH:40].[F:1][c:2]1[cH:3][cH:4][c:5]([CH2:6][c:7]2[cH:8][cH:9][c:10]([CH:12]3[O:13][CH2:16][CH2:15][O:14]3)[s:11]2)[cH:17][cH:18]1.[OH2:19].[OH:20][C:21]([CH2:22][C:23]([C:24](=[O:25])[OH:26])([CH2:27][C:28](=[O:29])[OH:30])[OH:31])=[O:32]>>[F:1][c:2]1[cH:3][cH:4][c:5]([CH2:6][c:7]2[cH:8][cH:9][c:10]([CH:12]=[O:13])[s:11]2)[cH:17][cH:18]1. The reactants are FC1=C(C=CC(=C1)F)C1=CC=C(C=C1)S(=O)(=O)NC1=CC(=CC=C1)C1OC1 (2′,4′-difluoro-N-(3-(oxiran-2-yl)phenyl)biphenyl-4-sulfonamide), CNC (dimethylamine). Run in C(C)O (ethanol). Yields the product CN(C(CO)C=1C=C(C=CC1)NS(=O)(=O)C1=CC=C(C=C1)C1=C(C=C(C=C1)F)F)C (N-(3-(1-(Dimethylamino)-2-hydroxyethyl)phenyl)-2′,4′-difluorobiphenyl-4-sulfonamide). As a reaction SMILES: [F:1][C:2]1[CH:7]=[C:6]([F:8])[CH:5]=[CH:4][C:3]=1[C:9]1[CH:14]=[CH:13][C:12]([S:15]([NH:18][C:19]2[CH:24]=[CH:23][CH:22]=[C:21]([CH:25]3[CH2:27][O:26]3)[CH:20]=2)(=[O:17])=[O:16])=[CH:11][CH:10]=1.[CH3:28][NH:29][CH3:30]>C(O)C>[CH3:28][N:29]([CH3:30])[CH:25]([C:21]1[CH:20]=[C:19]([NH:18][S:15]([C:12]2[CH:13]=[CH:14][C:9]([C:3]3[CH:4]=[CH:5][C:6]([F:8])=[CH:7][C:2]=3[F:1])=[CH:10][CH:11]=2)(=[O:17])=[O:16])[CH:24]=[CH:23][CH:22]=1)[CH2:27][OH:26]. Procedure: Using a method analogous to Method D, using 2′,4′-difluoro-N-(3-(oxiran-2-yl)phenyl)biphenyl-4-sulfonamide and 33% dimethylamine in ethanol, a mixture of regioisomers was obtained. Reverse-phase HPLC was used to purify the mixture and the title compound was obtained as a pale orange powder from the mixture of isomers as gave ABD784. 1H NMR (300 MHz, CDCl3): δ 2.08 (6H, s), 3.40 (3H, m), 3.48 (1H, m), 3.62-3.64 (1H, m), 6.87-6.96 (3H, m), 7.04-7.12 (2H, m), 7.20-7.25 (1H, m), 7.33-7.40 (1H, m), 7... Starting materials: ClC1(C(C=C2CCC3(CCC3)OC2=C1C)O)C (7-chloro-7,8-dimethyl-3,4-dihydrospiro[chromene-2,1′-cyclobutan]-6-ol), Cl.CN(C)CC(=O)Cl (dimethylaminoacetyl chloride hydrochloride), ClCCl (dichloromethane). Run in C(C)(=O)OCC (ethyl acetate). Conditions: time 16 hour. Yields the product CN(C)CC(=O)OC=1C(=C2CCC3(CCC3)OC2=C(C1Cl)C)C (7-chloro-5,8-dimethyl-3,4-dihydrospiro[chromene-2,1′-cyclobutan]-6-yl (dimethylamino)acetate). As a reaction SMILES: [Cl:1][C:2]1(C)[C:14]([CH3:15])=[C:13]2[C:5]([CH2:6][CH2:7][C:8]3([O:12]2)[CH2:11][CH2:10][CH2:9]3)=[CH:4][CH:3]1[OH:16].Cl.[CH3:19][N:20]([CH2:22][C:23](Cl)=[O:24])[CH3:21].Cl[CH2:27]Cl>C(OCC)(=O)C>[CH3:19][N:20]([CH2:22][C:23]([O:16][C:3]1[C:4]([CH3:27])=[C:5]2[C:13](=[C:14]([CH3:15])[C:2]=1[Cl:1])[O:12][C:8]1([CH2:11][CH2:10][CH2:9]1)[CH2:7][CH2:6]2)=[O:24])[CH3:21] |f:1.2|. Reported procedure: To a solution of 7-chloro-7,8-dimethyl-3,4-dihydrospiro[chromene-2,1′-cyclobutan]-6-ol (300 mg), prepared as described above, and dimethylaminoacetyl chloride hydrochloride (564 mg) in dichloromethane (8 mL) was added N-ethyldiiospropylamine (1.4 mL) dropwise at room temperature under nitrogen. The reaction mixture was stirred at room temperature for 16 hours. The solution was diluted with ethyl acetate and washed with water and brine, dried and evaporated. Chromatography (silica gel, hexane-eth... The product is O1COC2=C1C=CC(=C2)C#CC(CS(=O)(=O)N2CCN(CC2)C2=CC=C(C=C2)F)N(C=O)O (3-(1,3-benzodioxol-5-yl)-1 ({[4-(4-fluorophenyl)-1-piperazinyl]sulfonyl}methyl)-2-propynyl(hydroxy)formamide). Isolated yield 49.5%. Conditions: temperature 60 celsius, time 30 minute. Solvent: C1CCOC1 (THF), C(=O)O (formic acid), C(=O)O (formic acid). Reported procedure: Acetic anhydride (1.00 mL; 10.59 mmol) was added dropwise to formic acid (5 mL) at 0° C. and the mixture was stirred for 30 min. 1 mL of this solution was then added to a solution of N-[3-(1,3-benzodioxol-5-yl)-1-({[4-(4-fluorophenyl)-1-piperazinyl]sulfonyl}methyl)-2-propynyl]hydroxylamine (150.0 mg; 0.34 mmol) in THF (3 mL) and formic acid (0.7 mL) and the mixture was stirred overnight. The reaction mixture was then evaporated to dryness, the residue dissolved in MeOH and heated at 60° C. for 3... Reactants: solution, O1COC2=C1C=CC(=C2)C#CC(CS(=O)(=O)N2CCN(CC2)C2=CC=C(C=C2)F)NO (N-[3-(1,3-benzodioxol-5-yl)-1-({[4-(4-fluorophenyl)-1-piperazinyl]sulfonyl}methyl)-2-propynyl]hydroxylamine), C(C)(=O)OC(C)=O (Acetic anhydride). Reaction SMILES: [C:1](OC(=O)C)(=[O:3])C.[O:8]1[C:12]2[CH:13]=[CH:14][C:15]([C:17]#[C:18][CH:19]([NH:37][OH:38])[CH2:20][S:21]([N:24]3[CH2:29][CH2:28][N:27]([C:30]4[CH:35]=[CH:34][C:33]([F:36])=[CH:32][CH:31]=4)[CH2:26][CH2:25]3)(=[O:23])=[O:22])=[CH:16][C:11]=2[O:10][CH2:9]1>C1COCC1.C(O)=O>[O:8]1[C:12]2[CH:13]=[CH:14][C:15]([C:17]#[C:18][CH:19]([N:37]([OH:38])[CH:1]=[O:3])[CH2:20][S:21]([N:24]3[CH2:25][CH2:26][N:27]([C:30]4[CH:31]=[CH:32][C:33]([F:36])=[CH:34][CH:35]=4)[CH2:28][CH2:29]3)(=[O:23])=[O:22])=[CH:16][C:11]=2[O:10][CH2:9]1.